Dataset: the Open Reaction Database (ORD), a public repository of structured organic reaction records. Task: describe an organic reaction: reactants, conditions, products, and yield The reactants are NC=1C(=C(OCC2CCN(CC2)C(=O)OCC2=CC=CC=C2)C=CC1)C#N (benzyl 4-((3-amino-2-cyanophenoxy)methyl)piperidine-1-carboxylate), O=C(CC(=O)OCC)C (ethyl 3-oxobutanoate). Yields the product NC1=C(C(=NC2=CC=CC(=C12)OCC1CCNCC1)C)C(=O)OCC (ethyl 4-amino-2-methyl-5-(piperidin-4-ylmethoxy)quinoline-3-carboxylate). RXN SMILES: [NH2:1][C:2]1[C:3]([C:26]#[N:27])=[C:4]([CH:23]=[CH:24][CH:25]=1)[O:5][CH2:6][CH:7]1[CH2:12][CH2:11][N:10](C(OCC2C=CC=CC=2)=O)[CH2:9][CH2:8]1.O=[C:29]([CH3:36])[CH2:30][C:31]([O:33][CH2:34][CH3:35])=[O:32]>>[NH2:27][C:26]1[C:3]2[C:2](=[CH:25][CH:24]=[CH:23][C:4]=2[O:5][CH2:6][CH:7]2[CH2:8][CH2:9][NH:10][CH2:11][CH2:12]2)[N:1]=[C:29]([CH3:36])[C:30]=1[C:31]([O:33][CH2:34][CH3:35])=[O:32]. Procedure: Prepared as in Example 2a from benzyl 4-((3-amino-2-cyanophenoxy)methyl)piperidine-1-carboxylate (Example 35c) and ethyl 3-oxobutanoate as an orange solid (25%). 1H NMR (400 MHz, DMSO-d6) δ 1.29-1.37 (m, 5H), 1.77-1.80 (m, 2H), 2.07 (brs, 1H), 2.53 (s, 3H), 2.55-2.65 (m, 3H), 3.06-3.09 (m, 2H), 4.06 (d, J=8.0 Hz, 2H), 4.32 (q, J=8.0 Hz, 2H), 6.92 (d, J=8.0 Hz, 1H), 7.24 (d, J=8.0 Hz, 1H), 7.51 (t, J=8.0 Hz, 1H), 8.08 (s, 2H). MS 344 (MH+). Starting materials: N#Cc1ccccc1F, NCCC12CCCN1CCC2, O, c1ccncc1. Yields the product N#Cc1ccccc1NCCC12CCCN1CCC2. As a reaction SMILES: [F:1][c:2]1[c:3]([C:4]#[N:5])[cH:6][cH:7][cH:8][cH:9]1.[N:10]12[CH2:11][CH2:12][CH2:13][C:14]1([CH2:18][CH2:19][NH2:20])[CH2:15][CH2:16][CH2:17]2.[OH2:27].[cH:21]1[cH:22][cH:23][n:24][cH:25][cH:26]1>>[c:2]1([NH:20][CH2:19][CH2:18][C:14]23[N:10]([CH2:11][CH2:12][CH2:13]2)[CH2:17][CH2:16][CH2:15]3)[c:3]([C:4]#[N:5])[cH:6][cH:7][cH:8][cH:9]1. Starting materials: Cl (HCl), CCOCC (ether), ClC1=NC=C(C(=N1)N(CC(C(C(=O)OCC)=O)(F)F)C1C[C@@H](CC1)C)[N+](=O)[O-] (ethyl 4-((2-chloro-5-nitropyrimidin-4-yl)((3R)-3-methylcyclopentyl)amino)-3,3-difluoro-2-oxobutanoate), CCOC(=O)C (EtOAc). Reagents/catalysts: [Fe] (Iron). The solvent is CC(=O)O (AcOH). Run at temperature 60 celsius, time 10 minute. Product: ClC=1N=CC2=C(N(CC(C(N2)=O)(F)F)C2C[C@@H](CC2)C)N1 (2-chloro-7,7-difluoro-9-((3R)-3-methylcyclopentyl)-8,9-dihydro-5H-pyrimido[4,5-b][1,4]diazepin-6(7H)-one). RXN SMILES: [Cl:1][C:2]1[N:7]=[C:6]([N:8]([CH:20]2[CH2:24][CH2:23][C@@H:22]([CH3:25])[CH2:21]2)[CH2:9][C:10]([F:19])([F:18])[C:11](=[O:17])C(OCC)=O)[C:5]([N+:26]([O-])=O)=[CH:4][N:3]=1.Cl.CCOC(C)=O.CCOCC>CC(O)=O.[Fe]>[Cl:1][C:2]1[N:3]=[CH:4][C:5]2[NH:26][C:11](=[O:17])[C:10]([F:19])([F:18])[CH2:9][N:8]([CH:20]3[CH2:24][CH2:23][C@@H:22]([CH3:25])[CH2:21]3)[C:6]=2[N:7]=1. Procedure details: Compound ethyl 4-((2-chloro-5-nitropyrimidin-4-yl)((3R)-3-methylcyclopentyl)amino)-3,3-difluoro-2-oxobutanoate was dissolved in AcOH and then cooled in an ice bath (sometimes this crystallizes out upon cooling). Iron powder (2 equivalents) was added followed by the slow addition of HCl (15 mL, conc.). After 10 minutes the reaction was transferred to a heat bath and left to stir at 60° C. for 5 hours. The reaction was then cooled, the stir bar and unreacted iron removed with a magnet (or by filtr... The reactants are O=C(Cl)c1ccccc1, CCCCCCCCCOC1C(O)C(CO)OC1n1cnc2c(N)ncnc21. Yields the product CCCCCCCCCOC1C(O)C(CO)OC1n1cnc2c(NC(=O)c3ccccc3)ncnc21. RXN SMILES: [C:29]([c:30]1[cH:31][cH:32][cH:33][cH:34][cH:35]1)(=[O:36])[Cl:37].[CH2:1]([CH2:2][CH2:3][CH2:4][CH2:5][CH2:6][CH2:7][CH2:8][CH3:9])[O:10][CH:11]1[CH:12]([n:19]2[cH:20][n:21][c:22]3[c:23]([NH2:24])[n:25][cH:26][n:27][c:28]23)[O:13][CH:14]([CH2:17][OH:18])[CH:15]1[OH:16]>>[CH2:1]([CH2:2][CH2:3][CH2:4][CH2:5][CH2:6][CH2:7][CH2:8][CH3:9])[O:10][CH:11]1[CH:12]([n:19]2[cH:20][n:21][c:22]3[c:23]([NH:24][C:29]([c:30]4[cH:31][cH:32][cH:33][cH:34][cH:35]4)=[O:36])[n:25][cH:26][n:27][c:28]23)[O:13][CH:14]([CH2:17][OH:18])[CH:15]1[OH:16]. Starting materials: O=C([O-])[O-], C#Cc1cccc(O)c1, CN(C)CCCl, [Cs+], [Cs+], CN(C)C=O. Product: C#Cc1cccc(OCCN(C)C)c1. RXN SMILES: [C:16](=[O:17])([O-:18])[O-:19].[C:1](#[CH:2])[c:3]1[cH:4][c:5]([OH:9])[cH:6][cH:7][cH:8]1.[Cl:10][CH2:11][CH2:12][N:13]([CH3:14])[CH3:15].[Cs+:20].[Cs+:21].[O:22]=[CH:23][N:24]([CH3:25])[CH3:26]>>[C:1](#[CH:2])[c:3]1[cH:4][c:5]([O:9][CH2:11][CH2:12][N:13]([CH3:14])[CH3:15])[cH:6][cH:7][cH:8]1. The reactants are CCOC(=O)CC(NC(=O)C(Nc1ccc2c(N(C(=O)OC(C)(C)C)C(=O)OC(C)(C)C)nccc2c1)c1cc(C)c(CCO)c(C)c1)c1cccc([N+](=O)[O-])c1, CO. The product is CCOC(=O)CC(NC(=O)C(Nc1ccc2c(N(C(=O)OC(C)(C)C)C(=O)OC(C)(C)C)nccc2c1)c1cc(C)c(CCO)c(C)c1)c1cccc(N)c1. RXN SMILES: [C:1]([CH3:2])([CH3:3])([CH3:4])[O:5][C:6](=[O:7])[N:8]([c:9]1[n:10][cH:11][cH:12][c:13]2[cH:14][c:15]([NH:19][CH:20]([C:21](=[O:22])[NH:23][CH:24]([CH2:25][C:26](=[O:27])[O:28][CH2:29][CH3:30])[c:31]3[cH:32][c:33]([N+:37]([O-:38])=[O:39])[cH:34][cH:35][cH:36]3)[c:40]3[cH:41][c:42]([CH3:50])[c:43]([CH2:47][CH2:48][OH:49])[c:44]([CH3:46])[cH:45]3)[cH:16][cH:17][c:18]12)[C:51](=[O:52])[O:53][C:54]([CH3:55])([CH3:56])[CH3:57].[CH3:58][OH:59]>>[C:1]([CH3:2])([CH3:3])([CH3:4])[O:5][C:6](=[O:7])[N:8]([c:9]1[n:10][cH:11][cH:12][c:13]2[cH:14][c:15]([NH:19][CH:20]([C:21](=[O:22])[NH:23][CH:24]([CH2:25][C:26](=[O:27])[O:28][CH2:29][CH3:30])[c:31]3[cH:32][c:33]([NH2:37])[cH:34][cH:35][cH:36]3)[c:40]3[cH:41][c:42]([CH3:50])[c:43]([CH2:47][CH2:48][OH:49])[c:44]([CH3:46])[cH:45]3)[cH:16][cH:17][c:18]12)[C:51](=[O:52])[O:53][C:54]([CH3:55])([CH3:56])[CH3:57]. Reactants: NC1=C2C(=NC=N1)N(N=C2C2=CC=C(C=C2)OC2=CC=CC=C2)CCN2C(SCC2=O)=O (3-[2-[4-amino-3-(4-phenoxyphenyl)-1H-pyrazolo[3,4-d]pyrimidin-1-yl]ethyl]-1,3-thiazolidine-2,4-dione), C(C1=CC=CC=C1)=O (benzaldehyde), N1CCCCC1 (piperidine). Solvent: C(C)O (ethanol). Conditions: temperature 70 celsius, time 12 hour. Product: NC1=C2C(=NC=N1)N(N=C2C2=CC=C(C=C2)OC2=CC=CC=C2)CCN2C(SC(C2=O)=CC2=CC=CC=C2)=O (3-[2-[4-amino-3-(4-phenoxyphenyl)-1H-pyrazolo[3,4-d]pyrimidin-1-yl]ethyl]-5-(phenylmethylidene)-1,3-thiazolidine-2,4-dione). Yield: 26.4%. RXN SMILES: [NH2:1][C:2]1[N:7]=[CH:6][N:5]=[C:4]2[N:8]([CH2:24][CH2:25][N:26]3[C:30](=[O:31])[CH2:29][S:28][C:27]3=[O:32])[N:9]=[C:10]([C:11]3[CH:16]=[CH:15][C:14]([O:17][C:18]4[CH:23]=[CH:22][CH:21]=[CH:20][CH:19]=4)=[CH:13][CH:12]=3)[C:3]=12.[CH:33](=O)[C:34]1[CH:39]=[CH:38][CH:37]=[CH:36][CH:35]=1.N1CCCCC1>C(O)C>[NH2:1][C:2]1[N:7]=[CH:6][N:5]=[C:4]2[N:8]([CH2:24][CH2:25][N:26]3[C:30](=[O:31])[C:29](=[CH:33][C:34]4[CH:39]=[CH:38][CH:37]=[CH:36][CH:35]=4)[S:28][C:27]3=[O:32])[N:9]=[C:10]([C:11]3[CH:12]=[CH:13][C:14]([O:17][C:18]4[CH:19]=[CH:20][CH:21]=[CH:22][CH:23]=4)=[CH:15][CH:16]=3)[C:3]=12. Procedure: Into a 50-mL round-bottom flask, was placed a solution of 3-[2-[4-amino-3-(4-phenoxyphenyl)-1H-pyrazolo[3,4-d]pyrimidin-1-yl]ethyl]-1,3-thiazolidine-2,4-dione (100 mg, 0.22 mmol, 1.00 equiv) in ethanol (20 mL) and benzaldehyde (47 mg, 0.44 mmol, 1.98 equiv) and piperidine (479.5 mg, 5.63 mmol, 25.14 equiv) were added. The resulting solution was stirred for 12 h at 70° C. in an oil bath. The resulting mixture was concentrated under vacuum. The residue was applied onto a silica gel column and elut... Reactants: ClCCl, Cn1ncc(NC(=O)c2nc(-c3c(F)cccc3F)sc2NC(=O)OC(C)(C)C)c1N1CCNC(C(F)(F)F)C1, O=C(O)C(F)(F)F, N. Product: Cn1ncc(NC(=O)c2nc(-c3c(F)cccc3F)sc2N)c1N1CCNC(C(F)(F)F)C1. RXN SMILES: [Cl:49][CH2:50][Cl:51].[F:1][c:2]1[c:3](-[c:9]2[s:10][c:11]([NH:33][C:34](=[O:35])[O:36][C:37]([CH3:38])([CH3:39])[CH3:40])[c:12]([C:14]([NH:15][c:16]3[cH:17][n:18][n:19]([CH3:31])[c:20]3[N:21]3[CH2:22][CH:23]([C:27]([F:28])([F:29])[F:30])[NH:24][CH2:25][CH2:26]3)=[O:32])[n:13]2)[c:4]([F:8])[cH:5][cH:6][cH:7]1.[F:42][C:43]([F:44])([F:45])[C:46]([OH:47])=[O:48].[NH3:41]>>[F:1][c:2]1[c:3](-[c:9]2[s:10][c:11]([NH2:33])[c:12]([C:14]([NH:15][c:16]3[cH:17][n:18][n:19]([CH3:31])[c:20]3[N:21]3[CH2:22][CH:23]([C:27]([F:28])([F:29])[F:30])[NH:24][CH2:25][CH2:26]3)=[O:32])[n:13]2)[c:4]([F:8])[cH:5][cH:6][cH:7]1. Product: BrC=1N(C2=NC(=NC(=C2N1)N)OCCC(C)C)C1OCCCC1 (8-Bromo-2-[(3-methylbutyl)oxy]-9-(tetrahydro-2H-Pyran-2-yl)-9H-Purin-6-amine). The yield is 93.8%. Procedure: To a solution of 2-[(3-methylbutyl)oxy]-9-(tetrahydro-2H-pyran-2-yl)-9H-purin-6-amine (266 mg) in dry chloroform (3.15 mL) at 0° C. was added NBS (163 mg). The reaction was warmed to room temperature and was stirred for 5 h. The reaction was taken up into DCM (20 mL) and extracted with water (20 mL). The organics were separated, dried using a hydrophobic frit and concentrated in vacuo to give the title compound as a green/brown solid (314 mg). Solvent: C(Cl)(Cl)Cl (chloroform). Starting materials: CC(CCOC1=NC(=C2N=CN(C2=N1)C1OCCCC1)N)C (2-[(3-methylbutyl)oxy]-9-(tetrahydro-2H-pyran-2-yl)-9H-purin-6-amine), C1CC(=O)N(C1=O)Br (NBS), C(Cl)Cl (DCM). As a reaction SMILES: [CH3:1][CH:2]([CH3:22])[CH2:3][CH2:4][O:5][C:6]1[N:14]=[C:13]2[C:9]([N:10]=[CH:11][N:12]2[CH:15]2[CH2:20][CH2:19][CH2:18][CH2:17][O:16]2)=[C:8]([NH2:21])[N:7]=1.C1C(=O)N([Br:30])C(=O)C1.C(Cl)Cl>C(Cl)(Cl)Cl>[Br:30][C:11]1[N:12]([CH:15]2[CH2:20][CH2:19][CH2:18][CH2:17][O:16]2)[C:13]2[C:9]([N:10]=1)=[C:8]([NH2:21])[N:7]=[C:6]([O:5][CH2:4][CH2:3][CH:2]([CH3:22])[CH3:1])[N:14]=2. Conditions: time 5 hour. Procedure: To a solution of 4-(4-chloro-2-fluorophenyl)nicotinic acid (500 mg, 1.987 mmol) (prepared as in Ex. 2, Part A) in DMF (6 mL) cooled to 0° C. was added EDC (571 mg, 2.98 mmol) and HOBT (609 mg, 3.97 mmol) and the mixture was stirred for 5 min. To the resultant solution DIPEA (1.04 mL, 5.96 mmol) followed by cyclopropanamine (567 mg, 9.93 mmol) was added and the mixture was stirred at room temperature for 12 h. The reaction mixture was treated with ice and extracted with ethyl acetate (3×10 mL). T... Starting materials: ClC1=CC(=C(C=C1)C1=CC=NC=C1C(=O)O)F (4-(4-chloro-2-fluorophenyl)nicotinic acid), resultant solution, C(CCl)Cl (EDC), C=1C=CC2=C(C1)N=NN2O (HOBT), CCN(C(C)C)C(C)C (DIPEA), C1(CC1)N (cyclopropanamine). Conditions: time 5 minute. Product: ClC1=CC(=C(C=C1)C1=CC=NC=C1C(=O)NC1CC1)F (4-(4-chloro-2-fluorophenyl)-N-cyclopropylnicotinamide). RXN SMILES: [Cl:1][C:2]1[CH:7]=[CH:6][C:5]([C:8]2[C:13]([C:14]([OH:16])=O)=[CH:12][N:11]=[CH:10][CH:9]=2)=[C:4]([F:17])[CH:3]=1.C(Cl)CCl.C1C=C[C:25]2N(O)N=[N:28][C:26]=2[CH:27]=1.CCN(C(C)C)C(C)C.C1(N)CC1>CN(C=O)C>[Cl:1][C:2]1[CH:7]=[CH:6][C:5]([C:8]2[C:13]([C:14]([NH:28][CH:26]3[CH2:27][CH2:25]3)=[O:16])=[CH:12][N:11]=[CH:10][CH:9]=2)=[C:4]([F:17])[CH:3]=1. The yield is 83.0%. The solvent is CN(C)C=O (DMF).